Task: describe an organic reaction: reactants, conditions, products, and yield. Dataset: the Open Reaction Database (ORD), a public repository of structured organic reaction records Reactants: N(=NC(=O)OCC)C(=O)OCC (diethyl azodicarboxylate), COC(=O)C=1NN=C(C1)O (5-hydroxy-2H-pyrazole-3-carboxylic acid methyl ester), CC1=C(C(=NO1)C1=CC=CC=C1)CO ((5-methyl-3-phenyl-isoxazol-4-yl)-methanol), C1(=CC=CC=C1)P(C1=CC=CC=C1)C1=CC=CC=C1 (triphenylphosphine). The solvent is C1CCOC1 (THF). Conditions: time 8 hour. Product: COC(=O)C=1NN=C(C1)OCC=1C(=NOC1C)C1=CC=CC=C1 (5-(5-Methyl-3-phenyl-isoxazol-4-ylmethoxy)-2H-pyrazole-3-carboxylic acid methyl ester). Yield: 27.9%. As a reaction SMILES: [CH3:1][O:2][C:3]([C:5]1[NH:6][N:7]=[C:8]([OH:10])[CH:9]=1)=[O:4].[CH3:11][C:12]1[O:16][N:15]=[C:14]([C:17]2[CH:22]=[CH:21][CH:20]=[CH:19][CH:18]=2)[C:13]=1[CH2:23]O.C1(P(C2C=CC=CC=2)C2C=CC=CC=2)C=CC=CC=1.N(C(OCC)=O)=NC(OCC)=O>C1COCC1>[CH3:1][O:2][C:3]([C:5]1[NH:6][N:7]=[C:8]([O:10][CH2:23][C:13]2[C:14]([C:17]3[CH:22]=[CH:21][CH:20]=[CH:19][CH:18]=3)=[N:15][O:16][C:12]=2[CH3:11])[CH:9]=1)=[O:4]. Procedure: To a stirred solution of 5-hydroxy-2H-pyrazole-3-carboxylic acid methyl ester (1.30 g, 9.15 mmol) and (5-methyl-3-phenyl-isoxazol-4-yl)-methanol (1.73 g, 9.15 mmol) in THF (80 mL) at 5° C. under argon was added triphenylphosphine (3.12 g, 11.9 mmol), then diethyl azodicarboxylate (2.07 g, 11.9 mmol) was added dropwise. The reaction mixture was warmed to room temperature and stirred overnight. The reaction mixture was then evaporated. Purification by chromatography (silica, heptane:ethyl acetate=...